This data is from the Open Reaction Database (ORD), a public repository of structured organic reaction records. The task is: describe an organic reaction: reactants, conditions, products, and yield The reactants are CON(C(C)=O)C (N-methoxy-N-methylacetamide), compound, [Si](C1=CC=CC=C1)(C1=CC=CC=C1)(C(C)(C)C)OCC=1N=CN(C1)CC=C (4-(tert-Butyldiphenylsilyloxymethyl)-1-(2-propenyl)-1H-imidazole), [Cl-].[NH4+] (ammonium chloride), C(CCC)[Li] (n-butyl lithium). Solvent: C1CCOC1 (THF). Conditions: temperature -78 celsius, time 30 minute. Product: [Si](C1=CC=CC=C1)(C1=CC=CC=C1)(C(C)(C)C)OCC=1N=C(N(C1)CC=C)C(C)=O (1-[4-(tert-Butyldiphenylsilyloxymethyl)-1-(2-propenyl)-1H-imidazol-2-yl]ethanone). Reaction SMILES: [Si:1]([O:18][CH2:19][C:20]1[N:21]=[CH:22][N:23]([CH2:25][CH:26]=[CH2:27])[CH:24]=1)([C:14]([CH3:17])([CH3:16])[CH3:15])([C:8]1[CH:13]=[CH:12][CH:11]=[CH:10][CH:9]=1)[C:2]1[CH:7]=[CH:6][CH:5]=[CH:4][CH:3]=1.C([Li])CCC.CON(C)[C:36](=[O:38])[CH3:37].[Cl-].[NH4+]>C1COCC1>[Si:1]([O:18][CH2:19][C:20]1[N:21]=[C:22]([C:36](=[O:38])[CH3:37])[N:23]([CH2:25][CH:26]=[CH2:27])[CH:24]=1)([C:14]([CH3:17])([CH3:16])[CH3:15])([C:8]1[CH:13]=[CH:12][CH:11]=[CH:10][CH:9]=1)[C:2]1[CH:7]=[CH:6][CH:5]=[CH:4][CH:3]=1 |f:3.4|. Reported procedure: The compound (1.26 g) obtained in (1) was dissolved in THF (50 mL), and cooled to −78° C. while stirring under nitrogen stream. To the present solution was added dropwise n-butyl lithium (2.76 M hexane solution, 1.82 mL), followed by stirring at the same temperature for 30 minutes. Then, N-methoxy-N-methylacetamide (1.05 mL) was added, and stirring was continued for 30 minutes. A saturated aqueous ammonium chloride solution was added to the reaction solution to terminate the reaction, followed b... Product: C1(=CC=CC=C1)C[C@@H](C)N(CCO)CC#C (2-{[(2R)-1-phenylpropan-2-yl](prop-2-yn-1-yl)amino}ethanol). As a reaction SMILES: [CH3:1][CH:2]([NH:10][CH2:11][C:12]#[CH:13])[CH2:3][C:4]1[CH:9]=[CH:8][CH:7]=[CH:6][CH:5]=1.[OH-].[Na+].Br[CH:17]([OH:19])[CH3:18]>CC#N>[C:4]1([CH2:3][C@H:2]([N:10]([CH2:11][C:12]#[CH:13])[CH2:18][CH2:17][OH:19])[CH3:1])[CH:9]=[CH:8][CH:7]=[CH:6][CH:5]=1 |f:1.2|. Starting materials: CC(CC1=CC=CC=C1)NCC#C (desmethyldeprenyl), [OH-].[Na+] (NaOH), BrC(C)O (1-bromo ethanol). Run in CC#N (MeCN). Procedure: A mixture of desmethyldeprenyl (Sigma, 150 mg, 0.72 mmol) and NaOH (60 mg, 1.5 mmol), in MeCN (5 ml) was stirred at room temperature for 30 min. To the stirred mixture 1-bromo ethanol (1.0 mmol) was added and the reaction mixture was refluxed for overnight. The reaction mixture was allowed to cool to room temperature and solvent was evaporated under reduced pressure. The residue was partitioned between CH2Cl2 (20 ml) and water (10 ml). The organic phase was separated and washed with saturated Na... Starting materials: C1CCOC1, C[S+](C)(C)=O, [H-], [I-], [Na+], CON(C)C(=O)C=Cc1ccc2cc[nH]c2c1. Product: CON(C)C(=O)C1CC1c1ccc2cc[nH]c2c1. As a reaction SMILES: [CH2:26]1[O:27][CH2:28][CH2:29][CH2:30]1.[CH3:2][S+:3]([CH3:4])([CH3:5])=[O:6].[H-:7].[I-:1].[Na+:8].[nH:9]1[cH:10][cH:11][c:12]2[cH:13][cH:14][c:15]([CH:18]=[CH:19][C:20](=[O:21])[N:22]([CH3:23])[O:24][CH3:25])[cH:16][c:17]12>>[CH2:2]1[CH:18]([c:15]2[cH:14][cH:13][c:12]3[cH:11][cH:10][nH:9][c:17]3[cH:16]2)[CH:19]1[C:20](=[O:21])[N:22]([CH3:23])[O:24][CH3:25]. The reactants are FC1=C(C=CC(=C1)F)C(CC=1C=CC=2N(N1)C(=NN2)C(C)C)=O (1-(2,4-difluorophenyl)-2-(3-isopropyl-[1,2,4]triazolo[4,3-b]pyridazin-6-yl)ethanone), COC(N(C)C)OC (N,N-dimethylformamide dimethyl acetal), NN (hydrazine). Run in C1(=CC=CC=C1)C (toluene). Reaction conditions: temperature 95 celsius, time 30 minute. Yields the product FC1=C(C=CC(=C1)F)C1=NNC=C1C=1C=CC=2N(N1)C(=NN2)C(C)C (6-(3-(2,4-Difluorophenyl)-1H-pyrazol-4-yl)-3-isopropyl-[1,2,4]-triazolo[4,3-b]pyridazine). Yield: 25.2%. As a reaction SMILES: [F:1][C:2]1[CH:7]=[C:6]([F:8])[CH:5]=[CH:4][C:3]=1[C:9](=O)[CH2:10][C:11]1[CH:12]=[CH:13][C:14]2[N:15]([C:17]([CH:20]([CH3:22])[CH3:21])=[N:18][N:19]=2)[N:16]=1.COC(OC)[N:27]([CH3:29])C.[NH2:32]N>C1(C)C=CC=CC=1>[F:1][C:2]1[CH:7]=[C:6]([F:8])[CH:5]=[CH:4][C:3]=1[C:9]1[C:10]([C:11]2[CH:12]=[CH:13][C:14]3[N:15]([C:17]([CH:20]([CH3:22])[CH3:21])=[N:18][N:19]=3)[N:16]=2)=[CH:29][NH:27][N:32]=1. Procedure: The 1-(2,4-difluorophenyl)-2-(3-isopropyl-[1,2,4]triazolo[4,3-b]pyridazin-6-yl)ethanone (0.20 g, 0.63 mmol, Preparation #K.1), N,N-dimethylformamide dimethyl acetal (0.14 g, 1.14 mmol) and toluene (2 mL) were heated in an about 110° C. oil bath. After about 30 min, the mixture was cooled and the solvent was concentrated under reduced pressure. The residue was dissolved in 1,4-dioxane (2 mL) and hydrazine (0.0360 mL, 1.14 mmol) was added. The mixture was heated to about 95° C. in an oil bath for ... Reactants: CCO, CO, CN1CC=C(c2c[nH]c3ccc(N)nc23)CC1. The product is CN1CCC(c2c[nH]c3ccc(N)nc23)CC1. RXN SMILES: [CH3:18][CH2:19][OH:20].[CH3:21][OH:22].[NH2:1][c:2]1[cH:3][cH:4][c:5]2[c:6]([n:7]1)[c:8]([C:11]1=[CH:16][CH2:15][N:14]([CH3:17])[CH2:13][CH2:12]1)[cH:9][nH:10]2>>[NH2:1][c:2]1[cH:3][cH:4][c:5]2[c:6]([n:7]1)[c:8]([CH:11]1[CH2:12][CH2:13][N:14]([CH3:17])[CH2:15][CH2:16]1)[cH:9][nH:10]2. Reactants: C[O-].[Na+] (sodium methylate), Cl (HCl), NC(=C(C(=O)OC)Cl)CC (methyl 3-amino-2-chloro-2-pentenoate), C(=O)N (formamide). The solvent is CO (methanol), CO (methanol). Conditions: time 10 hour. Product: ClC1=NC=NC(=C1Cl)CC (4,5-Dichloro-6-ethylpyrimidine). Reaction SMILES: [NH2:1][C:2]([CH2:9][CH3:10])=[C:3]([Cl:8])[C:4](OC)=O.[CH:11]([NH2:13])=O.C[O-].[Na+].[ClH:17]>CO>[Cl:17][C:4]1[C:3]([Cl:8])=[C:2]([CH2:9][CH3:10])[N:1]=[CH:11][N:13]=1 |f:2.3|. Procedure details: 134.0 g (0.82 mol) of methyl 3-amino-2-chloro-2-pentenoate and 125.3 g of formamide, dissolved in 150 ml of methanol, are simultaneously added dropwise with stirring to 357.8 ml of a 30% strength sodium methylate solution in methanol at room temperature. The mixture is heated to the reflux temperature over the course of 5 h and is then left at this for 10 h. After cooling, dry HCl gas is passed through until the pH reaches 3. The solvent and the excess formamide are removed by distillation and s...